From a dataset of the Open Reaction Database (ORD), a public repository of structured organic reaction records. describe an organic reaction: reactants, conditions, products, and yield The reactants are N[C@@H](CCC(N)=O)C(=O)O ((S)-glutamine), N1=C2C(=CC=C1)C(=O)OC2=O (2,3-pyridinedicarboxylic anhydride). Solvent: C(C)(=O)O (acetic acid). The product is O=C1N(C(C2=NC=CC=C12)=O)C(C(=O)O)CCC(=O)N (2-(1,3-dioxo-4-azaisoindolin-2-yl)glutaramic acid). Isolated yield 25.7%. As a reaction SMILES: [NH2:1][C@H:2]([C:8]([OH:10])=[O:9])[CH2:3][CH2:4][C:5](=[O:7])[NH2:6].[N:11]1[CH:16]=[CH:15][CH:14]=[C:13]2[C:17]([O:19][C:20](=O)[C:12]=12)=[O:18]>C(O)(=O)C>[O:18]=[C:17]1[C:13]2[C:12](=[N:11][CH:16]=[CH:15][CH:14]=2)[C:20](=[O:19])[N:1]1[CH:2]([CH2:3][CH2:4][C:5]([NH2:6])=[O:7])[C:8]([OH:10])=[O:9]. Procedure details: A stirred suspension of (S)-glutamine (14.6 g, 100 mmol) and 2,3-pyridinedicarboxylic anhydride (14.9 g, 1 00 mmol) in 100 mL of acetic acid is heated and refluxed for 1 hour. The reaction solution is cooled to form a solid. The solid is removed by filtration and washed with acetic acid to yield 7.11 g (26%) of 2-(1,3-dioxo-4-azaisoindolin-2-yl)glutaramic acid. The pro duct can be further purified by slurring in 700 mL of refluxing ethanol, cooling, filtering, and drying to produce a white powde...